From a dataset of the Open Reaction Database (ORD), a public repository of structured organic reaction records. describe an organic reaction: reactants, conditions, products, and yield Reaction SMILES: [Cl:1][C:2]1[CH:11]=[CH:10][CH:9]=[CH:8][C:3]=1[C:4](=O)[CH2:5]Br.[CH3:12][O:13][C:14]1[CH:15]=[C:16]([NH:26][C:27]([NH2:29])=[S:28])[CH:17]=[CH:18][C:19]=1[N:20]1[CH:24]=[C:23]([CH3:25])[N:22]=[CH:21]1>C(Cl)Cl.C(OCC)C.C(O)C>[Cl:1][C:2]1[CH:11]=[CH:10][CH:9]=[CH:8][C:3]=1[C:4]1[N:29]=[C:27]([NH:26][C:16]2[CH:17]=[CH:18][C:19]([N:20]3[CH:24]=[C:23]([CH3:25])[N:22]=[CH:21]3)=[C:14]([O:13][CH3:12])[CH:15]=2)[S:28][CH:5]=1 |f:2.3.4|. Starting materials: ClC1=C(C(CBr)=O)C=CC=C1 (2-chlorophenacylbromide), COC=1C=C(C=CC1N1C=NC(=C1)C)NC(=S)N ([3-methoxy-4-(4-methyl-imidazol-1-yl)-phenyl]-thiourea). Procedure details: The title compound was prepared in analogy to example 1 step e) from 77 mg (0.33 mmol) 2-chlorophenacylbromide and 79 mg (0.3 mmol) [3-methoxy-4-(4-methyl-imidazol-1-yl)-phenyl]-thiourea. The solvent was evaporated under reduced pressure and the crude reaction was stirred with methylene chloride/diethyl ether/ethanol for 15 minutes at room temperature. The product was filtered off and dried to yield 118 mg (100%) [4-(2-chloro-phenyl)-thiazol-2-yl]-[3-methoxy-4-(4-methyl-imidazol-1-yl)-phenyl]-am... The solvent is C(Cl)Cl.C(C)OCC.C(C)O (methylene chloride diethyl ether ethanol). Isolated yield 99.1%. The product is ClC1=C(C=CC=C1)C=1N=C(SC1)NC1=CC(=C(C=C1)N1C=NC(=C1)C)OC ([4-(2-chloro-phenyl)-thiazol-2-yl]-[3-methoxy-4-(4-methyl-imidazol-1-yl)-phenyl]-amine). Reported procedure: 83 mg (75% pure, 0.15 mmol) of 5-(4-ethylphenyl)-1-(pyrrolidin-1-ylcarbonyl)piperidine-3-amine trifluoroacetate (Example 12A) and 23 mg (0.17 mmol, 1.1 eq.) of 3-fluorobenzoic acid were reacted according to General Method 1. Yield: 41 mg (65% of theory) RXN SMILES: FC(F)(F)C(O)=O.[CH2:8]([C:10]1[CH:15]=[CH:14][C:13]([CH:16]2[CH2:21][N:20]([C:22]([N:24]3[CH2:28][CH2:27][CH2:26][CH2:25]3)=[O:23])[CH2:19][CH:18]([NH2:29])[CH2:17]2)=[CH:12][CH:11]=1)[CH3:9].[F:30][C:31]1[CH:32]=[C:33]([CH:37]=[CH:38][CH:39]=1)[C:34](O)=[O:35]>>[CH2:8]([C:10]1[CH:11]=[CH:12][C:13]([CH:16]2[CH2:21][N:20]([C:22]([N:24]3[CH2:25][CH2:26][CH2:27][CH2:28]3)=[O:23])[CH2:19][CH:18]([NH:29][C:34](=[O:35])[C:33]3[CH:37]=[CH:38][CH:39]=[C:31]([F:30])[CH:32]=3)[CH2:17]2)=[CH:14][CH:15]=1)[CH3:9] |f:0.1|. The product is C(C)C1=CC=C(C=C1)C1CC(CN(C1)C(=O)N1CCCC1)NC(C1=CC(=CC=C1)F)=O (N-[5-(4-Ethylphenyl)-1-(pyrrolidin-1-ylcarbonyl)piperidin-3-yl]-3-fluorobenzamide). Starting materials: FC(C(=O)O)(F)F.C(C)C1=CC=C(C=C1)C1CC(CN(C1)C(=O)N1CCCC1)N (5-(4-Ethylphenyl)-1-(pyrrolidin-1-ylcarbonyl)piperidine-3-amine trifluoroacetate), FC=1C=C(C(=O)O)C=CC1 (3-fluorobenzoic acid). Starting materials: [Mg] (magnesium), CN(C)CC1C(CC(CC1)C(F)(F)F)=O ((2RS,5SR)-2-dimethylaminomethyl-5-trifluoromethyl-cyclohexanone), FC(C1CC(CCC1)=O)(F)F (3-trifluoromethyl-cyclohexanone), CN(C)C(Cl)Cl (dimethylaminomethylene chloride), [Cl-].[NH4+] (ammonium chloride), C(C1=CC=CC=C1)OC=1C=C(C=CC1)Br (3-benzyloxy-1-bromobenzene), C(C1=CC=CC=C1)OC=1C=C(C=CC1)Br (3-benzyloxy-1-bromobenzene). Run in O1CCCC1 (tetrahydrofuran), C(C)#N (acetonitrile), O1CCCC1 (tetrahydrofuran), CCOCC (ether), O1CCCC1 (tetrahydrofuran). Conditions: time 8 hour. The product is C(C1=CC=CC=C1)OC=1C=C(C=CC1)C1(C(CCC(C1)C(F)(F)F)CN(C)C)O ((1RS,2RS,5SR)-1-(3-benzyloxy-phenyl)-2-dimethylaminomethyl-5-trifluoromethyl-cyclohexanol). Reaction SMILES: [CH2:1]([O:8][C:9]1[CH:10]=[C:11](Br)[CH:12]=[CH:13][CH:14]=1)[C:2]1[CH:7]=[CH:6][CH:5]=[CH:4][CH:3]=1.[Mg].[CH3:17][N:18]([CH2:20][CH:21]1[CH2:26][CH2:25][CH:24]([C:27]([F:30])([F:29])[F:28])[CH2:23][C:22]1=[O:31])[CH3:19].FC(F)(F)C1CCCC(=O)C1.CN(C(Cl)Cl)C.[Cl-].[NH4+]>O1CCCC1.C(#N)C.CCOCC>[CH2:1]([O:8][C:9]1[CH:10]=[C:11]([C:22]2([OH:31])[CH2:23][CH:24]([C:27]([F:30])([F:29])[F:28])[CH2:25][CH2:26][CH:21]2[CH2:20][N:18]([CH3:17])[CH3:19])[CH:12]=[CH:13][CH:14]=1)[C:2]1[CH:7]=[CH:6][CH:5]=[CH:4][CH:3]=1 |f:5.6|. Procedure: 43.9 g (167 mmole) 3-benzyloxy-1-bromobenzene, dissolved in 200 ml of dry tetrahydrofuran, were added drop-wise to 4.06 g (167 mmole) magnesium turnings in 40 ml of dry tetrahydrofuran so that the reaction mixture boiled gently. After the addition of 3-benzyloxy-1-bromobenzene was complete, the mixture was heated for one hour under reflux and was thereafter cooled to 5°-10° C. 30.8 g (139 mmole) (2RS,5SR)-2-dimethylaminomethyl-5-trifluoromethyl-cyclohexanone, prepared from 3-trifluoromethyl-cycl...